This data is from the Open Reaction Database (ORD), a public repository of structured organic reaction records. The task is: describe an organic reaction: reactants, conditions, products, and yield Reactants: OC1=CC=C(C=2C=CC=NC12)S(=O)(=O)O (8-Hydroxyquinoline-5-sulfonic acid), C1N2CN3CN1CN(C2)C3 (hexamethylenetetramine), C(C)(=O)O (acetic acid). Yields the product C(=O)C=1C=C(C=2C=CC=NC2C1O)S(=O)(=O)O (7-formyl-8-hydroxyquinoline-5-sulfonic acid). Isolated yield 45.0%. RXN SMILES: [OH:1][C:2]1[C:11]2[N:10]=[CH:9][CH:8]=[CH:7][C:6]=2[C:5]([S:12]([OH:15])(=[O:14])=[O:13])=[CH:4][CH:3]=1.C1N2CN3CN(C2)CN1C3.[C:26](O)(=[O:28])C>>[CH:26]([C:3]1[CH:4]=[C:5]([S:12]([OH:15])(=[O:14])=[O:13])[C:6]2[CH:7]=[CH:8][CH:9]=[N:10][C:11]=2[C:2]=1[OH:1])=[O:28]. Procedure details: 8-Hydroxyquinoline-5-sulfonic acid monohydriate (0.015 mol, 3.65 g), hexamethylenetetramine (0.225 mol, 21.0 g) and acetic acid (750 mL) were stirred and heated at 97°-100° C. for 6 hrs. After cooling, acetic acid was removed under reduced pressure, and the residue was treated with acetone (1 L) to give a precipitate which was filtered off and washed with additional acetone. Water (30 mL) and concentrated hydrochloric acid (15 mL) were then added to the solid. The resulting solution was refluxed... Starting materials: O=C(c1ccc(NCc2ccc(Cl)cc2)cc1)N1CCN(c2ccccc2)CC1, ClCCl, O=S(=O)(Cl)c1ccccc1, c1ccncc1. The product is O=C(c1ccc(N(Cc2ccc(Cl)cc2)S(=O)(=O)c2ccccc2)cc1)N1CCN(c2ccccc2)CC1. As a reaction SMILES: [Cl:1][c:2]1[cH:3][cH:4][c:5]([CH2:6][NH:7][c:8]2[cH:9][cH:10][c:11]([C:14](=[O:15])[N:16]3[CH2:17][CH2:18][N:19]([c:22]4[cH:23][cH:24][cH:25][cH:26][cH:27]4)[CH2:20][CH2:21]3)[cH:12][cH:13]2)[cH:28][cH:29]1.[Cl:46][CH2:47][Cl:48].[c:30]1([S:36](=[O:37])(=[O:38])[Cl:39])[cH:31][cH:32][cH:33][cH:34][cH:35]1.[cH:40]1[cH:41][cH:42][n:43][cH:44][cH:45]1>>[Cl:1][c:2]1[cH:3][cH:4][c:5]([CH2:6][N:7]([c:8]2[cH:9][cH:10][c:11]([C:14](=[O:15])[N:16]3[CH2:17][CH2:18][N:19]([c:22]4[cH:23][cH:24][cH:25][cH:26][cH:27]4)[CH2:20][CH2:21]3)[cH:12][cH:13]2)[S:36]([c:30]2[cH:31][cH:32][cH:33][cH:34][cH:35]2)(=[O:37])=[O:38])[cH:28][cH:29]1. Starting materials: COCCN(CCOC)S(F)(F)F, ClCCl, CCOC(=O)COc1ccc(C(O)Cc2sc(-c3ccc(C(F)(F)F)cc3)nc2C)cc1C. Product: CCOC(=O)COc1ccc(C(F)Cc2sc(-c3ccc(C(F)(F)F)cc3)nc2C)cc1C. As a reaction SMILES: [CH3:1][O:2][CH2:3][CH2:4][N:5]([S:6]([F:7])([F:8])[F:11])[CH2:9][CH2:10][O:12][CH3:13].[Cl:47][CH2:48][Cl:49].[OH:14][CH:15]([CH2:16][c:17]1[c:18]([CH3:32])[n:19][c:20](-[c:22]2[cH:23][cH:24][c:25]([C:28]([F:29])([F:30])[F:31])[cH:26][cH:27]2)[s:21]1)[c:33]1[cH:34][c:35]([CH3:46])[c:36]([O:37][CH2:38][C:39](=[O:40])[O:41][CH2:42][CH3:43])[cH:44][cH:45]1>>[F:11][CH:15]([CH2:16][c:17]1[c:18]([CH3:32])[n:19][c:20](-[c:22]2[cH:23][cH:24][c:25]([C:28]([F:29])([F:30])[F:31])[cH:26][cH:27]2)[s:21]1)[c:33]1[cH:34][c:35]([CH3:46])[c:36]([O:37][CH2:38][C:39](=[O:40])[O:41][CH2:42][CH3:43])[cH:44][cH:45]1. Solvent: O1CCCC1 (tetrahydrofuran). Reported procedure: 2-t-Butoxycarbonylaminopyridine (10 g, 51.5 mmol) was dissolved in tetrahydrofuran (80 mL), and cooled to -78° C. N-butyllithium (120 mmol, 80 mL of 1.49M in hexanes) was added dropwise over a period of 1 h. After stirring for an additional 15 min at -78° C. and then for 2.5 h at -10° C., the solution was recooled back down to -78° C. and 1,2-dibromoethane (77.2 mmol, 6.65 mL) was added dropwise over a period of 15 min via syringe. The solution was allowed to warm to room temperature. The reacti... Reaction SMILES: [C:1]([O:5][C:6]([NH:8][C:9]1[CH:14]=[CH:13][CH:12]=[CH:11][N:10]=1)=[O:7])([CH3:4])([CH3:3])[CH3:2].[Li+].CCC[CH2-].[Br:20]CCBr>O1CCCC1>[C:1]([O:5][C:6]([NH:8][C:9]1[C:14]([Br:20])=[CH:13][CH:12]=[CH:11][N:10]=1)=[O:7])([CH3:4])([CH3:2])[CH3:3] |f:1.2|. Yield: 32.0%. Run at temperature -78 celsius, time 15 minute. Yields the product C(C)(C)(C)OC(=O)NC1=NC=CC=C1Br (2-t-Butoxycarbonylamino-3-bromopyridine). Starting materials: [Li+].CCC[CH2-] (N-butyllithium), C(C)(C)(C)OC(=O)NC1=NC=CC=C1 (2-t-Butoxycarbonylaminopyridine), BrCCBr (1,2-dibromoethane). Starting materials: Cc1ccc(C(=O)CCCCl)cc1C, O=C(Nc1cccc(C2CCNCC2)c1)C1CC1. The product is Cc1ccc(C(=O)CCCN2CCC(c3cccc(NC(=O)C4CC4)c3)CC2)cc1C. RXN SMILES: [Cl:1][CH2:2][CH2:3][CH2:4][C:5](=[O:6])[c:7]1[cH:8][c:9]([CH3:14])[c:10]([CH3:13])[cH:11][cH:12]1.[NH:15]1[CH2:16][CH2:17][CH:18]([c:21]2[cH:22][c:23]([NH:27][C:28](=[O:29])[CH:30]3[CH2:31][CH2:32]3)[cH:24][cH:25][cH:26]2)[CH2:19][CH2:20]1>>[CH2:2]([CH2:3][CH2:4][C:5](=[O:6])[c:7]1[cH:8][c:9]([CH3:14])[c:10]([CH3:13])[cH:11][cH:12]1)[N:15]1[CH2:16][CH2:17][CH:18]([c:21]2[cH:22][c:23]([NH:27][C:28](=[O:29])[CH:30]3[CH2:31][CH2:32]3)[cH:24][cH:25][cH:26]2)[CH2:19][CH2:20]1. The reactants are Cl (hydrochloric acid), C(C)(C)(C)OC(=O)NC(CC1=CC=CC=C1)P(OCC)(=O)C(CC1=CC=CC=C1)NC(=O)OC(C)(C)C (Ethyl bis(N-tert-butoxycarbonyl-1-amino-2-phenylethyl)phosphinate). The solvent is CO (methanol). Conditions: time 3 hour. Yields the product Cl.NC(CC1=CC=CC=C1)P(OCC)(=O)C(CC1=CC=CC=C1)N (Ethyl bis(1-amino-2-phenylethyl)phosphinate hydrochloride). The yield is 97.0%. Reaction SMILES: [ClH:1].C(OC([NH:9][CH:10]([P:18]([CH:23]([NH:31]C(OC(C)(C)C)=O)[CH2:24][C:25]1[CH:30]=[CH:29][CH:28]=[CH:27][CH:26]=1)(=[O:22])[O:19][CH2:20][CH3:21])[CH2:11][C:12]1[CH:17]=[CH:16][CH:15]=[CH:14][CH:13]=1)=O)(C)(C)C>CO>[ClH:1].[NH2:31][CH:23]([P:18]([CH:10]([NH2:9])[CH2:11][C:12]1[CH:17]=[CH:16][CH:15]=[CH:14][CH:13]=1)(=[O:22])[O:19][CH2:20][CH3:21])[CH2:24][C:25]1[CH:26]=[CH:27][CH:28]=[CH:29][CH:30]=1 |f:3.4|. Procedure: An about 3N methanolic hydrochloric acid (10 ml) is added at room temperature with stirring to a solution of the bisalkylated phosphinic acid ester 10 (103 mg, 0.19 mol) in methanol (5 ml). After 3 hours, the reaction solution is concentrated under reduced pressure. The phosphinic acid ester hydrochloride 15 (69 mg, 97% of theory) is obtained. Reactants: C1(=CC=CC2=CC=CC=C12)[Mg]Cl (1-naphthylmagnesium chloride), C1(=CC=CC=C1)C1=CC=2C(C3=CC=CC=C3C2C=C1)=O (2-phenyl-9-fluorenone). Yields the product C1(=CC=CC2=CC=CC=C12)C1(C2=CC=CC=C2C=2C=CC(=CC12)C1=CC=CC=C1)O (9-(1-naphthyl)-2-phenyl-9H-fluoren-9-ol). RXN SMILES: [C:1]1([Mg]Cl)[C:10]2[C:5](=[CH:6][CH:7]=[CH:8][CH:9]=2)[CH:4]=[CH:3][CH:2]=1.[C:13]1([C:19]2[CH:31]=[CH:30][C:29]3[C:28]4[C:23](=[CH:24][CH:25]=[CH:26][CH:27]=4)[C:22](=[O:32])[C:21]=3[CH:20]=2)[CH:18]=[CH:17][CH:16]=[CH:15][CH:14]=1>>[C:1]1([C:22]2([OH:32])[C:21]3[CH:20]=[C:19]([C:13]4[CH:14]=[CH:15][CH:16]=[CH:17][CH:18]=4)[CH:31]=[CH:30][C:29]=3[C:28]3[C:23]2=[CH:24][CH:25]=[CH:26][CH:27]=3)[C:10]2[C:5](=[CH:6][CH:7]=[CH:8][CH:9]=2)[CH:4]=[CH:3][CH:2]=1. Procedure: from 1-naphthylmagnesium chloride and 2-phenyl-9-fluorenone; Starting materials: OC1=C(C=C(C(=C1)O)C(C)(C1=CC=CC=C1)C)C1=NC(=NC(=N1)C1=CC=CC=C1)C1=CC=CC=C1 (2-[2,4-Dihydroxy-5-(1-methyl-1-phenylethyl)phenyl]-4,6-bis-phenyl-s-triazin), CN(C=O)C (N,N-dimethylformamide), [H-].[Na+] (sodium hydride), BrCCCCCCCC (1-bromooctane). Solvent: O (water). Reaction conditions: time 6 hour. The product is OC1=C(C=C(C(=C1)OCCCCCCCC)C(C)(C1=CC=CC=C1)C)C1=NC(=NC(=N1)C1=CC=CC=C1)C1=CC=CC=C1 (2-[2-Hydroxy-5-(1-methyl-1-phenylethyl)-4-octyloxyphenyl]4,6-bis-phenyl-s-triazine). Yield: 22.5%. As a reaction SMILES: [OH:1][C:2]1[CH:7]=[C:6]([OH:8])[C:5]([C:9]([CH3:17])([C:11]2[CH:16]=[CH:15][CH:14]=[CH:13][CH:12]=2)[CH3:10])=[CH:4][C:3]=1[C:18]1[N:23]=[C:22]([C:24]2[CH:29]=[CH:28][CH:27]=[CH:26][CH:25]=2)[N:21]=[C:20]([C:30]2[CH:35]=[CH:34][CH:33]=[CH:32][CH:31]=2)[N:19]=1.CN(C)C=O.[H-].[Na+].Br[CH2:44][CH2:45][CH2:46][CH2:47][CH2:48][CH2:49][CH2:50][CH3:51]>O>[OH:1][C:2]1[CH:7]=[C:6]([O:8][CH2:44][CH2:45][CH2:46][CH2:47][CH2:48][CH2:49][CH2:50][CH3:51])[C:5]([C:9]([CH3:17])([C:11]2[CH:12]=[CH:13][CH:14]=[CH:15][CH:16]=2)[CH3:10])=[CH:4][C:3]=1[C:18]1[N:19]=[C:20]([C:30]2[CH:31]=[CH:32][CH:33]=[CH:34][CH:35]=2)[N:21]=[C:22]([C:24]2[CH:25]=[CH:26][CH:27]=[CH:28][CH:29]=2)[N:23]=1 |f:2.3|. Reported procedure: To a 500 mL three-necked, round-bottomed flask equipped with a condenser, magnetic stirrer, thermometer, and a nitrogen atmosphere axe charged 4.00 g (8.71 mmol) of the product of Example 9, 50 mL of N,N-dimethylformamide and 0.40 g (10 mmol) of sodium hydride (60% in mineral oil). The mixture is heated to an external temperature of 50° C. and 1.68 g (8.70 mmol) of 1-bromooctane are added. The mixture is stirred at this temperature for six hours and is allowed to cool to room temperature. The mi... The reactants are CCOC1=NC2=CC=CC(=C2N1CC3=CC=C(C=C3)C4=CC=CC=C4C5=NN=NN5C(C6=CC=CC=C6)(C7=CC=CC=C7)C8=CC=CC=C8)C(=O)OC(C)OC(=O)OC9CCCCC9 (trityl candesartan cilexetil), CO (methanol). Run in O (water). Yields the product CCOC1=NC=2C=CC=C(C2N1CC=3C=CC(=CC3)C=4C=CC=CC4C5=NNN=N5)C(=O)OC(C)OC(=O)OC6CCCCC6 (candesartan cilexetil). RXN SMILES: [CH3:1][CH2:2][O:3][C:4]1[N:12]([CH2:13][C:14]2[CH:19]=[CH:18][C:17]([C:20]3[C:25]([C:26]4[N:30](C(C5C=CC=CC=5)(C5C=CC=CC=5)C5C=CC=CC=5)[N:29]=[N:28][N:27]=4)=[CH:24][CH:23]=[CH:22][CH:21]=3)=[CH:16][CH:15]=2)[C:11]2[C:6](=[CH:7][CH:8]=[CH:9][C:10]=2[C:50]([O:52][CH:53]([O:55][C:56]([O:58][CH:59]2[CH2:64][CH2:63][CH2:62][CH2:61][CH2:60]2)=[O:57])[CH3:54])=[O:51])[N:5]=1.CO>O>[CH3:1][CH2:2][O:3][C:4]1[N:12]([CH2:13][C:14]2[CH:19]=[CH:18][C:17]([C:20]3[CH:21]=[CH:22][CH:23]=[CH:24][C:25]=3[C:26]3[N:27]=[N:28][NH:29][N:30]=3)=[CH:16][CH:15]=2)[C:11]2[C:10]([C:50]([O:52][CH:53]([O:55][C:56]([O:58][CH:59]3[CH2:60][CH2:61][CH2:62][CH2:63][CH2:64]3)=[O:57])[CH3:54])=[O:51])=[CH:9][CH:8]=[CH:7][C:6]=2[N:5]=1. Procedure details: A mixture of trityl candesartan cilexetil (20 g, 23.45 mmol), methanol (200 ml), and water (1 ml) was gently refluxed for about 16–17 h. The reaction progress was monitored by HPLC. The solution volume was reduced by evaporation under reduced pressure (30 mbar) at a temperature of 55° C. to 60° C. to obtain viscous oil of candesartan cilexetil as a residue.